This data is from the Open Reaction Database (ORD), a public repository of structured organic reaction records. The task is: describe an organic reaction: reactants, conditions, products, and yield Reactants: O=S(=O)(NF)c1ccccc1, Nc1ccc2c(-c3ccncc3)c(-c3ccc(F)cc3)[nH]c2n1, CN(C)C=O. The product is Nc1nc2[nH]c(-c3ccc(F)cc3)c(-c3ccncc3)c2cc1F. RXN SMILES: [F:24][NH:25][S:26]([c:27]1[cH:28][cH:29][cH:30][cH:31][cH:32]1)(=[O:33])=[O:34].[NH2:1][c:2]1[cH:3][cH:4][c:5]2[c:6](-[c:18]3[cH:19][cH:20][n:21][cH:22][cH:23]3)[c:7](-[c:11]3[cH:12][cH:13][c:14]([F:17])[cH:15][cH:16]3)[nH:8][c:9]2[n:10]1.[O:35]=[CH:36][N:37]([CH3:38])[CH3:39]>>[NH2:1][c:2]1[c:3]([F:24])[cH:4][c:5]2[c:6](-[c:18]3[cH:19][cH:20][n:21][cH:22][cH:23]3)[c:7](-[c:11]3[cH:12][cH:13][c:14]([F:17])[cH:15][cH:16]3)[nH:8][c:9]2[n:10]1.